This data is from the Open Reaction Database (ORD), a public repository of structured organic reaction records. The task is: describe an organic reaction: reactants, conditions, products, and yield Starting materials: C(C)OP([O-])(=O)Cl (ethylphosphorochloridate), N12CCN(CC1)CC2 (1,4-diazabicyclo[2.2.2]octane), C(C)(=O)NC1=CC=C(C=C1)S(=O)(=O)I (4-acetamidobenzenesulfonyl iodide), FC(C=C)(F)F (1,1,1-trifluoropropene). Solvent: CC(=O)C (acetone), CC(=O)C (acetone), CC(=O)C (acetone), CC(=O)C (acetone). Run at time 1 hour. Product: NC1=CC=C(C=C1)S(=O)(=O)C=CC(F)(F)F (2-trifluoromethylvinyl 4-aminophenyl sulfone). RXN SMILES: C([NH:4][C:5]1[CH:10]=[CH:9][C:8]([S:11](I)(=[O:13])=[O:12])=[CH:7][CH:6]=1)(=O)C.[F:15][C:16]([F:20])([F:19])[CH:17]=[CH2:18].C(OP(Cl)(=O)[O-])C.N12CCN(CC1)CC2>CC(C)=O>[NH2:4][C:5]1[CH:6]=[CH:7][C:8]([S:11]([CH:18]=[CH:17][C:16]([F:20])([F:19])[F:15])(=[O:12])=[O:13])=[CH:9][CH:10]=1. Reported procedure: 2-trifluoromethylvinyl 4-aminophenyl sulfone is prepared by the addition of 4-acetamidobenzenesulfonyl iodide to 1,1,1-trifluoropropene followed by dehydrohalogenation and removal of the N-acetyl protective group by hydrolysis in a hydrochloric acid-ethanol mixture. The product is dissolved in acetone (25.1 g or 0.1 mol), an acetone solution of 0.1 mol (17.3 g) of ethylphosphorochloridate in acetone added, followed by 11.2 g of 1,4-diazabicyclo[2.2.2]octane in 10% acetone solution. The reaction ... The reactants are ClC1=CC(=C(C(=O)OC)C=C1)NC(=O)OC1=CC=CC=C1 (methyl 4-chloro-2-phenoxycarbonylaminobenzoate), C(C)(=O)C1=CC=C(C=C1)S(=O)(=O)N (4-acetylbenzenesulfonamide). Product: C(C)(=O)C1=CC=C(C=C1)S(=O)(=O)NC(=O)NC1=C(C=CC(=C1)Cl)C(=O)OC (N-(4-acetylbenzenesulfonyl)-N'-(2-methoxycarbonyl-5-chlorophenyl)urea). Reaction SMILES: [Cl:1][C:2]1[CH:11]=[CH:10][C:5]([C:6]([O:8][CH3:9])=[O:7])=[C:4]([NH:12][C:13]([O:15]C2C=CC=CC=2)=O)[CH:3]=1.[C:22]([C:25]1[CH:30]=[CH:29][C:28]([S:31]([NH2:34])(=[O:33])=[O:32])=[CH:27][CH:26]=1)(=[O:24])[CH3:23]>>[C:22]([C:25]1[CH:26]=[CH:27][C:28]([S:31]([NH:34][C:13]([NH:12][C:4]2[CH:3]=[C:2]([Cl:1])[CH:11]=[CH:10][C:5]=2[C:6]([O:8][CH3:9])=[O:7])=[O:15])(=[O:32])=[O:33])=[CH:29][CH:30]=1)(=[O:24])[CH3:23]. Reported procedure: As the starting substances, methyl 4-chloro-2-phenoxycarbonylaminobenzoate and 4-acetylbenzenesulfonamide were used and the same method was applied as in Example 36 to obtain N-(4-acetylbenzenesulfonyl)-N'-(2-methoxycarbonyl-5-chlorophenyl)urea and further to obtain from 300 mg (0.76 mmol) of N-(4-acetylbenzenesulfonyl)-N'-(2-carboxyl-5-chlorophenyl)urea 170 mg of the above-identified compound (yield 59.1%). Properties: colorless crystal, Melting point: >250° C. (decomposition), PMR (δppm, DMSO-... Reactants: [H-].[Na+] (sodium hydride), BrC=1C=C2C(=NC1)N(C=C2I)S(=O)(=O)C2=CC=C(C)C=C2 (5-Bromo-3-iodo-1-tosyl-1H-pyrrolo[2,3-b]pyridine), suspension, IC1=CNC2=NC=C(C=C21)C=2C=C(C=CC2)NS(=O)(=O)C (N-(3-(3-iodo-1H-pyrrolo[2,3-b]pyridin-5-yl)phenyl)methanesulfonamide), C1(=CC=C(C=C1)S(=O)(=O)Cl)C (p-toluene sulfonylchloride), paraffin. The solvent is CN(C)C=O (DMF). The product is IC1=CN(C2=NC=C(C=C21)C=2C=C(C=CC2)NS(=O)(=O)C)S(=O)(=O)C2=CC=C(C)C=C2 (N-(3-(3-iodo-1-tosyl-1H-pyrrolo[2,3-b]pyridin-5-yl)phenyl)methanesulfonamide). Reaction SMILES: Br[C:2]1[CH:3]=[C:4]2[C:10]([I:11])=[CH:9][N:8]([S:12]([C:15]3[CH:21]=[CH:20][C:18]([CH3:19])=[CH:17][CH:16]=3)(=[O:14])=[O:13])[C:5]2=[N:6][CH:7]=1.IC1C2C(=NC=C([C:32]3[CH:33]=[C:34]([NH:38][S:39]([CH3:42])(=[O:41])=[O:40])[CH:35]=[CH:36][CH:37]=3)C=2)NC=1.C1(C)C=CC(S(Cl)(=O)=O)=CC=1.[H-].[Na+]>CN(C=O)C>[I:11][C:10]1[C:4]2[C:5](=[N:6][CH:7]=[C:2]([C:32]3[CH:33]=[C:34]([NH:38][S:39]([CH3:42])(=[O:40])=[O:41])[CH:35]=[CH:36][CH:37]=3)[CH:3]=2)[N:8]([S:12]([C:15]2[CH:21]=[CH:20][C:18]([CH3:19])=[CH:17][CH:16]=2)(=[O:14])=[O:13])[CH:9]=1 |f:3.4|. Procedure: Using similar reaction conditions as described in, step ii of Intermediate 1, N-(3-(3-iodo-1H-pyrrolo[2,3-b]pyridin-5-yl)phenyl)methanesulfonamide (800 mg, 1.93 mmol) was tosylated with p-toluene sulfonylchloride (100 mg, 2.09 mmol) and 60% suspension of sodium hydride in paraffin (193 mg, 4.82 mmol) in DMF (10 mL) to afford 800 mg of the titled compound. Reactants: C(Cl)(Cl)Cl (CHCl3), K3PO4 hexahydrate, O1CCOCC1 (dioxane), BrC=1C(=C(C=CC1)N1C(C2=CC=C(C=C2CC1)C1CC1)=O)CO (2-(3-bromo-2-hydroxymethyl-phenyl)-6-cyclopropyl-3,4-dihydro-2H-isoquinolin-1-one), CN1C(C=C(C=C1NC1=CC=C(C=C1)C(=O)N1CCOCC1)B1OC(C(O1)(C)C)(C)C)=O (1-Methyl-6-[4-(morpholine-4-carbonyl)-phenylamino]-4-(4,4,5,5-tetramethyl-[1,3,2]dioxaborolan-2-yl)-1H-pyridin-2-one). The reagents and catalysts are CC(C)C1=CC(=C(C(=C1)C(C)C)C2=CC=CC=C2P(C3CCCCC3)C4CCCCC4)C(C)C (2-Dicyclohexylphosphino-2′,4′,6′-Tri-I-Propyl-1,1′-Biphenyl), C=1C=CC(=CC1)/C=C/C(=O)/C=C/C2=CC=CC=C2.C=1C=CC(=CC1)/C=C/C(=O)/C=C/C2=CC=CC=C2.C=1C=CC(=CC1)/C=C/C(=O)/C=C/C2=CC=CC=C2.[Pd].[Pd] (Pd2 (dba)3). Run in O (water). Product: C1(CC1)C=1C=C2CCN(C(C2=CC1)=O)C1=C(C(=CC=C1)C1=CC(N(C(=C1)NC1=CC=C(C=C1)C(=O)N1CCOCC1)C)=O)CO (6-Cyclopropyl-2-(2-hydroxymethyl-3-{1-methyl-6-[4-(morpholine-4-carbonyl)-phenylamino]-2-oxo-1,2-dihydro-pyridin-4-yl}-phenyl)-3,4-dihydro-2H-isoquinolin-1-one). The yield is 53.5%. RXN SMILES: Br[C:2]1[C:3]([CH2:22][OH:23])=[C:4]([N:8]2[CH2:17][CH2:16][C:15]3[C:10](=[CH:11][CH:12]=[C:13]([CH:18]4[CH2:20][CH2:19]4)[CH:14]=3)[C:9]2=[O:21])[CH:5]=[CH:6][CH:7]=1.[CH3:24][N:25]1[C:30]([NH:31][C:32]2[CH:37]=[CH:36][C:35]([C:38]([N:40]3[CH2:45][CH2:44][O:43][CH2:42][CH2:41]3)=[O:39])=[CH:34][CH:33]=2)=[CH:29][C:28](B2OC(C)(C)C(C)(C)O2)=[CH:27][C:26]1=[O:55].C(Cl)(Cl)Cl.O1CCOCC1>C1C=CC(/C=C/C(/C=C/C2C=CC=CC=2)=O)=CC=1.C1C=CC(/C=C/C(/C=C/C2C=CC=CC=2)=O)=CC=1.C1C=CC(/C=C/C(/C=C/C2C=CC=CC=2)=O)=CC=1.[Pd].[Pd].CC(C1C=C(C(C)C)C(C2C(P(C3CCCCC3)C3CCCCC3)=CC=CC=2)=C(C(C)C)C=1)C.O>[CH:18]1([C:13]2[CH:14]=[C:15]3[C:10](=[CH:11][CH:12]=2)[C:9](=[O:21])[N:8]([C:4]2[CH:5]=[CH:6][CH:7]=[C:2]([C:28]4[CH:29]=[C:30]([NH:31][C:32]5[CH:37]=[CH:36][C:35]([C:38]([N:40]6[CH2:41][CH2:42][O:43][CH2:44][CH2:45]6)=[O:39])=[CH:34][CH:33]=5)[N:25]([CH3:24])[C:26](=[O:55])[CH:27]=4)[C:3]=2[CH2:22][OH:23])[CH2:17][CH2:16]3)[CH2:20][CH2:19]1 |f:4.5.6.7.8|. Procedure: To a flask charged with 2-(3-bromo-2-hydroxymethyl-phenyl)-6-cyclopropyl-3,4-dihydro-2H-isoquinolin-1-one (3.70 g, 9.9 mmol), 1-Methyl-6-[4-(morpholine-4-carbonyl)-phenylamino]-4-(4,4,5,5-tetramethyl-[1,3,2]dioxaborolan-2-yl)-1H-pyridin-2-one (4.38 g, 9.9 mmol), Pd2 (dba)3.CHCl3 (229 mg, 0.25 mmol), 2-Dicyclohexylphosphino-2′,4′,6′-Tri-I-Propyl-1,1′-Biphenyl (238 mg, 0.50 mmol), and K3PO4 hexahydrate (7.5 g, 20 mmol) was added 40 mL of 4:1 dioxane:water and the mixture heated to reflux for 4 h, ... The reactants are ClC=1C=C(C(=O)OC)C=CC1S(=O)(=O)Cl (methyl 3-chloro-4-(chlorosulfonyl)benzoate), O (water), ice, COC1=C(CNC=2SC=CN2)C=CC(=C1)OC (N-(2,4-dimethoxybenzyl)-1,3-thiazol-2-amine), [H-].[Na+] (sodium hydride). Solvent: C1CCOC1 (THF). Reaction conditions: time 30 minute. Yields the product ClC=1C=C(C(=O)O)C=CC1S(=O)(=O)N(C=1SC=CN1)CC1=C(C=C(C=C1)OC)OC (3-Chloro-4-{[(2,4-dimethoxybenzyl)(1,3-thiazol-2-yl)amino]sulfonyl}benzoic acid). As a reaction SMILES: [CH3:1][O:2][C:3]1[CH:15]=[C:14]([O:16][CH3:17])[CH:13]=[CH:12][C:4]=1[CH2:5][NH:6][C:7]1[S:8][CH:9]=[CH:10][N:11]=1.[H-].[Na+].[Cl:20][C:21]1[CH:22]=[C:23]([CH:28]=[CH:29][C:30]=1[S:31](Cl)(=[O:33])=[O:32])[C:24]([O:26]C)=[O:25].O>C1COCC1>[Cl:20][C:21]1[CH:22]=[C:23]([CH:28]=[CH:29][C:30]=1[S:31]([N:6]([CH2:5][C:4]1[CH:12]=[CH:13][C:14]([O:16][CH3:17])=[CH:15][C:3]=1[O:2][CH3:1])[C:7]1[S:8][CH:9]=[CH:10][N:11]=1)(=[O:33])=[O:32])[C:24]([OH:26])=[O:25] |f:1.2|. Reported procedure: To an ice cooled solution of N-(2,4-dimethoxybenzyl)-1,3-thiazol-2-amine (Preparation 6, 8.4 g, 33.4 mmol, 1 eq) in THF (80 ml) was added 60% sodium hydride (2.0 g, 50.2 mmol, 1.5 eq) portionwise. The mixture was stirred for 15 minutes before the addition of methyl 3-chloro-4-(chlorosulfonyl)benzoate (Preparation 5, 9 g, 33.4 mmol, 1 eq) then stirred for a further 30 minutes. The reaction mixture was added to water (20 ml) and the THF evaporated in vacuo. The residue was diluted with water (200 ... Reactants: C(C(=O)Cl)(=O)Cl (oxalyl chloride), C(C)OCCCNC1=C(C=CC=C1)N (N-(3-ethoxypropyl)-o-phenylenediamine). The solvent is ClC1=C(C=CC=C1)Cl (o-dichlorobenzene), ClC1=C(C=CC=C1)Cl (o-dichlorobenzene). Product: C(C)OCCCN1C(C(=NC2=CC=CC=C12)O)=O (4-(3-ethoxypropyl)-2-hydroxy-quinoxalin-3(4H)-one). The yield is 55.5%. Reaction SMILES: [C:1](Cl)(=[O:5])[C:2](Cl)=[O:3].[CH2:7]([O:9][CH2:10][CH2:11][CH2:12][NH:13][C:14]1[CH:19]=[CH:18][CH:17]=[CH:16][C:15]=1[NH2:20])[CH3:8]>ClC1C=CC=CC=1Cl>[CH2:7]([O:9][CH2:10][CH2:11][CH2:12][N:13]1[C:14]2[C:15](=[CH:16][CH:17]=[CH:18][CH:19]=2)[N:20]=[C:2]([OH:3])[C:1]1=[O:5])[CH3:8]. Procedure: In a solution containing 26.9 g of oxalyl chloride in 200 ml of o-dichlorobenzene at 60° C. under stirring, a solution containing 35.5 g of N-(3-ethoxypropyl)-o-phenylenediamine in 220 ml of o-dichlorobenzene is added for 42 minutes in several times. The mixture is then heated and stirred at 130° C. for 1.1 hours. The mixture is subjected to filtration during hot and the filtrate is cooled. Ether is added to the filtrate and the crystals are filtered, washed and dried, followed by combining seco... Reactants: CCCCO, C1CCC(CC2CO2)CC1, [H-], [Na+], CN(C)C=O. Yields the product CCCCOCC(O)CC1CCCCC1. As a reaction SMILES: [CH2:1]([CH2:2][CH2:3][CH3:4])[OH:5].[CH:8]1([CH2:14][CH:15]2[O:16][CH2:17]2)[CH2:9][CH2:10][CH2:11][CH2:12][CH2:13]1.[H-:7].[Na+:6].[O:18]=[CH:19][N:20]([CH3:21])[CH3:22]>>[CH2:1]([CH2:2][CH2:3][CH3:4])[O:16][CH2:17][CH:15]([CH2:14][CH:8]1[CH2:9][CH2:10][CH2:11][CH2:12][CH2:13]1)[OH:18]. Reactants: C(C)(C)(C)C=1C=C(C(=O)Cl)C=C(C1O)C(C)(C)C (3,5-di-t-butyl-4-hydroxybenzoyl chloride), NC=1C=C(C(=O)O)C=CC1OC (3-amino-4-methoxybenzoic acid). The solvent is COCCOC (1,2-dimethoxyethane), COCCOC (1,2-dimethoxyethane). Run at temperature 25 celsius, time 16 hour. The product is C(=O)(O)C=1C=CC(=C(C1)NC(C1=CC(=C(C(=C1)C(C)(C)C)O)C(C)(C)C)=O)OC (N-(5-Carboxy- 2-methoxyphenyl)-3,5-di-t-butyl-4-hydroxybenzamide). Yield: 23.8%. As a reaction SMILES: [C:1]([C:5]1[CH:6]=[C:7]([CH:11]=[C:12]([C:15]([CH3:18])([CH3:17])[CH3:16])[C:13]=1[OH:14])[C:8](Cl)=[O:9])([CH3:4])([CH3:3])[CH3:2].[NH2:19][C:20]1[CH:21]=[C:22]([CH:26]=[CH:27][C:28]=1[O:29][CH3:30])[C:23]([OH:25])=[O:24]>COCCOC>[C:23]([C:22]1[CH:26]=[CH:27][C:28]([O:29][CH3:30])=[C:20]([NH:19][C:8](=[O:9])[C:7]2[CH:6]=[C:5]([C:1]([CH3:4])([CH3:3])[CH3:2])[C:13]([OH:14])=[C:12]([C:15]([CH3:18])([CH3:17])[CH3:16])[CH:11]=2)[CH:21]=1)([OH:25])=[O:24]. Procedure details: A solution of 5.06g (0.02 mole) of 3,5-di-t-butyl-4-hydroxybenzoyl chloride in 100 ml of 1,2-dimethoxyethane was mixed with a solution of 6.69g (0.04 mole) of 3-amino-4-methoxybenzoic acid in 125 ml of 1,2-dimethoxyethane, and the mixture was stirred at 25° C. for about 16 hours. The reaction mixture was heated gently for 30 minutes and then allowed to cool before being filtered to remove the hydrochloride salt of the excess starting amine. The filtrate was concentrated under vacuum and then dil...